Dataset: the Open Reaction Database (ORD), a public repository of structured organic reaction records. Task: describe an organic reaction: reactants, conditions, products, and yield Reactants: Cl, Cl, NOC1CCNC1, CC12CCC3C(CC(=NO)C4=CC(=O)CCC43C)C1CCC2=O. The product is CC12CCC3C(CC(=NO)C4=CC(=NOC5CCNC5)CCC43C)C1CCC2=O. As a reaction SMILES: [ClH:24].[ClH:25].[NH:26]1[CH2:27][CH:28]([O:31][NH2:32])[CH2:29][CH2:30]1.[OH:1][N:2]=[C:3]1[CH2:4][CH:5]2[CH:6]3[CH2:7][CH2:8][C:9](=[O:23])[C:10]3([CH3:11])[CH2:12][CH2:13][CH:14]2[C:15]2([CH3:22])[CH2:16][CH2:17][C:18](=[O:21])[CH:19]=[C:20]12>>[OH:1][N:2]=[C:3]1[CH2:4][CH:5]2[CH:6]3[CH2:7][CH2:8][C:9](=[O:23])[C:10]3([CH3:11])[CH2:12][CH2:13][CH:14]2[C:15]2([CH3:22])[CH2:16][CH2:17][C:18](=[N:32][O:31][CH:28]3[CH2:27][NH:26][CH2:30][CH2:29]3)[CH:19]=[C:20]12. Reactants: O=C([O-])[O-], [CH2]C, CC1(C)OCC(CNc2c([N+](=O)[O-])cnc3cc(OCc4ccccc4)ccc23)O1, ClCCl, [K+], [K+], [Na+], [Na+], O, O=S([O-])S(=O)[O-]. Product: CC1(C)OCC(CNc2c(N)cnc3cc(OCc4ccccc4)ccc23)O1. Reaction SMILES: [C:9](=[O:10])([O-:11])[O-:12].[CH2:15][CH3:16].[CH2:17]([c:18]1[cH:19][cH:20][cH:21][cH:22][cH:23]1)[O:24][c:25]1[cH:26][cH:27][c:28]2[c:29]([NH:38][CH2:39][CH:40]3[O:41][C:42]([CH3:45])([CH3:46])[O:43][CH2:44]3)[c:30]([N+:35]([O-:36])=[O:37])[cH:31][n:32][c:33]2[cH:34]1.[Cl:48][CH2:49][Cl:50].[K+:13].[K+:14].[Na+:7].[Na+:8].[OH2:47].[S:1]([S:2]([O-:3])=[O:4])([O-:5])=[O:6]>>[CH2:17]([c:18]1[cH:19][cH:20][cH:21][cH:22][cH:23]1)[O:24][c:25]1[cH:26][cH:27][c:28]2[c:29]([NH:38][CH2:39][CH:40]3[O:41][C:42]([CH3:45])([CH3:46])[O:43][CH2:44]3)[c:30]([NH2:35])[cH:31][n:32][c:33]2[cH:34]1. Reactants: C(C)(C)(C)OC(C1=CC=C(C=C1)OC1=C(C=C(C=C1)NC=1C2=C(N=CN1)C=NC(=C2)N2CCOCC2)C)=O (4-[2-Methyl-4-(6-morpholin-4-yl-pyrido[3,4-d]pyrimidin-4-ylamino)-phenoxy]-benzoic acid tert-butyl ester), CC1=C(C(=O)O)C=CC(=C1)OC1=C(C=CC=C1N1CCCC1)NC=1C2=C(N=CN1)C=NC=C2 (2-Methyl-4-(6-pyrrolidin-1-yl-pyrido[3,4-d]pyrimidin-4-ylamino phenoxy]-benzoic acid). The product is CC1=C(OC2=CC=C(C(=O)O)C=C2)C=CC(=C1)NC=1C2=C(N=CN1)C=NC(=C2)N2CCOCC2 (4-[2-Methyl-4-(6-morpholin-4-yl-pyrido[3,4-d]pyrimidin-4-ylamino)-phenoxy]-benzoic acid). As a reaction SMILES: C([O:5][C:6](=[O:38])[C:7]1[CH:12]=[CH:11][C:10]([O:13][C:14]2[CH:19]=[CH:18][C:17]([NH:20][C:21]3[C:22]4[CH:30]=[C:29]([N:31]5[CH2:36][CH2:35][O:34][CH2:33][CH2:32]5)[N:28]=[CH:27][C:23]=4[N:24]=[CH:25][N:26]=3)=[CH:16][C:15]=2[CH3:37])=[CH:9][CH:8]=1)(C)(C)C.CC1C=C(OC2C(N3CCCC3)=CC=CC=2NC2C3C=CN=CC=3N=CN=2)C=CC=1C(O)=O>>[CH3:37][C:15]1[CH:16]=[C:17]([NH:20][C:21]2[C:22]3[CH:30]=[C:29]([N:31]4[CH2:36][CH2:35][O:34][CH2:33][CH2:32]4)[N:28]=[CH:27][C:23]=3[N:24]=[CH:25][N:26]=2)[CH:18]=[CH:19][C:14]=1[O:13][C:10]1[CH:11]=[CH:12][C:7]([C:6]([OH:38])=[O:5])=[CH:8][CH:9]=1. Procedure details: The title compound was prepared from 4-[2-Methyl-4-(6-morpholin-4-yl-pyrido[3,4-d]pyrimidin-4-ylamino)-phenoxy]-benzoic acid tert-butyl ester by a procedure analogous to the synthesis of 3-[2-Methyl-4-(6-pyrrolidin-1-yl-pyrido[3,4-d]pyrimidin-4-ylamino phenoxy]-benzoic acid. LRMS: 458.3 (MH+) HPLC Rf: 5.94 min. The reactants are C(=O)(Cl)Cl (phosgene), C(C1=CC=CC=C1)N1CC(CC1)OC1=C(C=CC=C1Cl)Cl (1-benzyl-3-(2,6-dichlorophenoxy)pyrrolidine). The solvent is C1=CC=CC=C1 (benzene). Run at time 72 hour. The product is ClC1=C(OC2CN(CC2)C(=O)Cl)C(=CC=C1)Cl (3-(2,6-Dichlorophenoxy)-1-pyrrolidinecarbonyl Chloride). As a reaction SMILES: [C:1]([Cl:4])(Cl)=[O:2].C([N:12]1[CH2:16][CH2:15][CH:14]([O:17][C:18]2[C:23]([Cl:24])=[CH:22][CH:21]=[CH:20][C:19]=2[Cl:25])[CH2:13]1)C1C=CC=CC=1>C1C=CC=CC=1>[Cl:25][C:19]1[CH:20]=[CH:21][CH:22]=[C:23]([Cl:24])[C:18]=1[O:17][CH:14]1[CH2:15][CH2:16][N:12]([C:1]([Cl:4])=[O:2])[CH2:13]1. Procedure: To a solution of 170 ml of 2M phosgene (0.34 mole) stirred at 15° C. was added 109.2 g (0.34 mole) of 1-benzyl-3-(2,6-dichlorophenoxy)pyrrolidine in 300 ml of benzene. The color turned from yellow to deep amber. For convenience, the solution was allowed to stir for 72 hr, then concentrated to give a deep amber colored viscous oil. The oil was triturated with 1.6 liters of 30/60 petroleum ether. The petroleum ether wash was cooled to give 101.5 g of nearly pure title compound containing a trace o... The reactants are ClCCl, CC(=O)Cl, COc1cc(C=Cc2nc3n(n2)CCCC3C2CCNCC2)ccc1-n1cnc(C)c1, ClC(Cl)Cl, [Na+], [OH-]. Product: COc1cc(C=Cc2nc3n(n2)CCCC3C2CCN(C(C)=O)CC2)ccc1-n1cnc(C)c1. Reaction SMILES: [CH2:42]([Cl:43])[Cl:44].[CH3:3][C:4]([Cl:5])=[O:6].[CH3:7][O:8][c:9]1[cH:10][c:11]([CH:21]=[CH:22][c:23]2[n:24][n:25]3[c:26]([n:37]2)[CH:27]([CH:31]2[CH2:32][CH2:33][NH:34][CH2:35][CH2:36]2)[CH2:28][CH2:29][CH2:30]3)[cH:12][cH:13][c:14]1-[n:15]1[cH:16][n:17][c:18]([CH3:20])[cH:19]1.[CH:38]([Cl:39])([Cl:40])[Cl:41].[Na+:2].[OH-:1]>>[CH3:3][C:4](=[O:6])[N:34]1[CH2:33][CH2:32][CH:31]([CH:27]2[c:26]3[n:25]([n:24][c:23]([CH:22]=[CH:21][c:11]4[cH:10][c:9]([O:8][CH3:7])[c:14](-[n:15]5[cH:16][n:17][c:18]([CH3:20])[cH:19]5)[cH:13][cH:12]4)[n:37]3)[CH2:30][CH2:29][CH2:28]2)[CH2:36][CH2:35]1.